This data is from the Open Reaction Database (ORD), a public repository of structured organic reaction records. The task is: describe an organic reaction: reactants, conditions, products, and yield Reactants: C1CCOC1, CCCCCC(C=Cc1ccc(C(=O)OC)cc1)c1ccc2c(c1)N(C)CCC2(C)C, CO, Cl, [Li+], [OH-], O, O. The product is CCCCCC(C=Cc1ccc(C(=O)O)cc1)c1ccc2c(c1)N(C)CCC2(C)C. As a reaction SMILES: [CH2:36]1[O:37][CH2:38][CH2:39][CH2:40]1.[CH3:1][O:2][C:3]([c:4]1[cH:5][cH:6][c:7]([CH:10]=[CH:11][CH:12]([CH2:13][CH2:14][CH2:15][CH2:16][CH3:17])[c:18]2[cH:19][cH:20][c:21]3[c:26]([cH:27]2)[N:25]([CH3:28])[CH2:24][CH2:23][C:22]3([CH3:29])[CH3:30])[cH:8][cH:9]1)=[O:31].[CH3:41][OH:42].[ClH:35].[Li+:34].[OH-:33].[OH2:32].[OH2:43]>>[O:2]=[C:3]([c:4]1[cH:5][cH:6][c:7]([CH:10]=[CH:11][CH:12]([CH2:13][CH2:14][CH2:15][CH2:16][CH3:17])[c:18]2[cH:19][cH:20][c:21]3[c:26]([cH:27]2)[N:25]([CH3:28])[CH2:24][CH2:23][C:22]3([CH3:29])[CH3:30])[cH:8][cH:9]1)[OH:31]. Starting materials: C1CCOC1, COC(=O)CSc1cn(S(=O)(=O)c2ccc(Cl)c(Cl)c2)c2ccc(OC)cc12, Cl, [K+], [OH-]. The product is COc1ccc2c(c1)c(SCC(=O)O)cn2S(=O)(=O)c1ccc(Cl)c(Cl)c1. RXN SMILES: [CH2:32]1[O:33][CH2:34][CH2:35][CH2:36]1.[CH3:1][O:2][C:3]([CH2:4][S:5][c:6]1[cH:7][n:8]([S:17](=[O:18])(=[O:19])[c:20]2[cH:21][c:22]([Cl:27])[c:23]([Cl:26])[cH:24][cH:25]2)[c:9]2[cH:10][cH:11][c:12]([O:15][CH3:16])[cH:13][c:14]12)=[O:28].[ClH:31].[K+:30].[OH-:29]>>[O:2]=[C:3]([CH2:4][S:5][c:6]1[cH:7][n:8]([S:17](=[O:18])(=[O:19])[c:20]2[cH:21][c:22]([Cl:27])[c:23]([Cl:26])[cH:24][cH:25]2)[c:9]2[cH:10][cH:11][c:12]([O:15][CH3:16])[cH:13][c:14]12)[OH:28]. Reactants: C(C=C)N (Allyl amine), C1=CC2=C(C=C1OC3=CC4=C(C=C3)C(=O)OC4=O)C(=O)OC2=O (4,4′-oxydiphthalic dianhydride), O (water). Solvent: C(C)(=O)O (acetic acid). Run at temperature 115 celsius. Product: C(C=C)N1C(C=2C(C1=O)=CC(=CC2)OC=2C=C1C(C(=O)N(C1=O)CC=C)=CC2)=O (N,N′-Bis(2-Propenyl)-4,4′-Oxydiphthalimide). As a reaction SMILES: [CH:1]1[C:6]([O:7][C:8]2[CH:13]=[CH:12][C:11]3[C:14](O[C:17](=[O:18])[C:10]=3[CH:9]=2)=[O:15])=[CH:5][C:4]2[C:19](O[C:22](=[O:23])[C:3]=2[CH:2]=1)=[O:20].[CH2:24]([NH2:27])[CH:25]=[CH2:26].O>C(O)(=O)C>[CH2:24]([N:27]1[C:19](=[O:20])[C:4]2=[CH:5][C:6]([O:7][C:8]3[CH:9]=[C:10]4[C:17](=[O:18])[N:27]([CH2:24][CH:25]=[CH2:26])[C:14](=[O:15])[C:11]4=[CH:12][CH:13]=3)=[CH:1][CH:2]=[C:3]2[C:22]1=[O:23])[CH:25]=[CH2:26]. Reported procedure: N,N′-Bis(2-Propenyl)-4,4′-Oxydiphthalimide [ODPA-Bis (N-Allyl)] was synthesized in the following manner. A reaction flask was charged with 4,4′-oxydiphthalic dianhydride (21.7 g, 70 mmoles) in glacial acetic acid solvent (120 ml). Allyl amine (7.98 g, 140 mmoles) was added slowly to the flask while the reaction mixture temperature was controlled at 18° to 22° C. with external cooling. After addition was complete, the reaction mixture was heated to reflux (ca. 115° C.) for 90 min and the solution...